This data is from the Open Reaction Database (ORD), a public repository of structured organic reaction records. The task is: describe an organic reaction: reactants, conditions, products, and yield The reactants are C1(CC1)N1CCN(CC1)C(=O)C1=CC=C(C=O)C=C1 (4-(4-cyclopropyl-piperazine-1-carbonyl)-benzaldehyde), C(C)#N (acetonitrile), OS(=O)[O-].[Na+] (NaHSO3). Solvent: O (water), O (water). Run at temperature 50 celsius. Product: C1(CC1)N1CCN(CC1)C(=O)C1=CC=C(C=C1)C(S(=O)(=O)[O-])O.[Na+] (Sodium [4-(4-Cyclopropyl-piperazine-1-carbonyl)-phenyl]-hydroxy-methanesulfonate). Reaction SMILES: [CH:1]1([N:4]2[CH2:9][CH2:8][N:7]([C:10]([C:12]3[CH:19]=[CH:18][C:15]([CH:16]=[O:17])=[CH:14][CH:13]=3)=[O:11])[CH2:6][CH2:5]2)[CH2:3][CH2:2]1.C(#N)C.[OH:23][S:24]([O-:26])=[O:25].[Na+:27]>O>[CH:1]1([N:4]2[CH2:9][CH2:8][N:7]([C:10]([C:12]3[CH:19]=[CH:18][C:15]([CH:16]([OH:17])[S:24]([O-:26])(=[O:25])=[O:23])=[CH:14][CH:13]=3)=[O:11])[CH2:6][CH2:5]2)[CH2:2][CH2:3]1.[Na+:27] |f:2.3,5.6|. Procedure details: A 100 mL flask was charged with 4-(4-cyclopropyl-piperazine-1-carbonyl)-benzaldehyde (2.58 g, 10.0 mmol, 1.0 eq), acetonitrile (30 mL), and water (1.0 mL) under nitrogen atmosphere. The reaction mixture was heated to 50° C. A solution of NaHSO3 (1.14 g, 11.0 mol, 1.1 eq) in water (2.0 mL) was added dropwise over 5 min. The reaction mixture was then cooled to 17° C. The product was collected by filtration as a white solid. The reactants are C1(C2(C)C(C)(C)C(C(=O)O1)CC2)=O ((-) camphoric anhydride), NCCC1=NC=CC=C1 (2-(2-aminoethyl)pyridine). Solvent: N1=CC=CC=C1 (pyridine). Product: CC12C(N(C(C(CC1)C2(C)C)=O)CCC2=NC=CC=C2)=O (1,8,8-Trimethyl-3-[2-(2-pyridinyl)ethyl]-3-azabicyclo[3.2.1]octane-2,4-dione). RXN SMILES: [C:1]1(=[O:13])[O:10][C:8](=O)[CH:7]2[CH2:11][CH2:12][C:2]1([C:4]2([CH3:6])[CH3:5])[CH3:3].[NH2:14][CH2:15][CH2:16][C:17]1[CH:22]=[CH:21][CH:20]=[CH:19][N:18]=1>N1C=CC=CC=1>[CH3:3][C:2]12[C:4]([CH3:5])([CH3:6])[CH:7]([CH2:11][CH2:12]1)[C:8](=[O:10])[N:14]([CH2:15][CH2:16][C:17]1[CH:22]=[CH:21][CH:20]=[CH:19][N:18]=1)[C:1]2=[O:13]. Reported procedure: A mixture of (-) camphoric anhydride 5 g (0.029 mol), 2-(2-aminoethyl)pyridine 3.6 (0.03 mol) and 50 ml of pyridine was refluxed overnight. The solvent is removed under reduced pressure and the remaining oil boiled in 20 ml of ethanol and allowed to cool.